From a dataset of the Open Reaction Database (ORD), a public repository of structured organic reaction records. describe an organic reaction: reactants, conditions, products, and yield Starting materials: CN(C)C=O, O=[N+]([O-])c1cc(F)cc([N+](=O)[O-])c1Cl, N#C[Cu]C#N. Product: N#Cc1c([N+](=O)[O-])cc(F)cc1[N+](=O)[O-]. As a reaction SMILES: [CH3:20][N:21]([CH3:22])[CH:23]=[O:24].[Cl:1][c:2]1[c:3]([N+:12](=[O:13])[O-:14])[cH:4][c:5]([F:11])[cH:6][c:7]1[N+:8](=[O:9])[O-:10].[Cu:15]([C:16]#[N:17])[C:18]#[N:19]>>[c:2]1([C:16]#[N:17])[c:3]([N+:12](=[O:13])[O-:14])[cH:4][c:5]([F:11])[cH:6][c:7]1[N+:8](=[O:9])[O-:10]. Starting materials: C(C1=CC=CC=C1)C=1C(=NC2=CC(=CC=C2C1)Cl)Cl (3-benzyl-2,7-dichloroquinoline), [I-].[Na+] (sodium iodide), I (hydroiodic acid). The solvent is C(C)C(=O)C (methyl ethyl ketone). Reaction conditions: temperature 80 celsius. The product is C(C1=CC=CC=C1)C=1C(=NC2=CC(=CC=C2C1)Cl)I (3-benzyl-7-chloro-2 iodo-quinoline). Yield: 99.0%. RXN SMILES: [CH2:1]([C:8]1[C:9](Cl)=[N:10][C:11]2[C:16]([CH:17]=1)=[CH:15][CH:14]=[C:13]([Cl:18])[CH:12]=2)[C:2]1[CH:7]=[CH:6][CH:5]=[CH:4][CH:3]=1.[I-:20].[Na+].I>C(C(C)=O)C>[CH2:1]([C:8]1[C:9]([I:20])=[N:10][C:11]2[C:16]([CH:17]=1)=[CH:15][CH:14]=[C:13]([Cl:18])[CH:12]=2)[C:2]1[CH:7]=[CH:6][CH:5]=[CH:4][CH:3]=1 |f:1.2|. Procedure: A mixture of 3-benzyl-2,7-dichloroquinoline (3.0 g, 10.4 mmol) and sodium iodide (15.6 g, 104 mmol) in 30 mL of methyl ethyl ketone was heated to 80° C. To this was added hydroiodic acid (1.13 ml, 13.2 mmol). The reaction mixture was heated at 80° C. for 1.5 hours and then cooled to ambient temperature. The reaction was quenched with H2O. Excess ethyl acetate was added to the reaction mixture and the organic layer was washed with saturated NaHCO3, saturated Na2S2O3, brine, dried over MgSO4, filt...